From a dataset of the Open Reaction Database (ORD), a public repository of structured organic reaction records. describe an organic reaction: reactants, conditions, products, and yield RXN SMILES: [F:1][C:2]1[CH:25]=[C:24]([F:26])[CH:23]=[C:22]([F:27])[C:3]=1[C:4]([NH:6][C:7]1[CH:12]=[CH:11][CH:10]=[C:9]([C:13]([CH:15]2[CH2:20][CH2:19][N:18]([CH3:21])[CH2:17][CH2:16]2)=[O:14])[N:8]=1)=[O:5].NC1N=C(C(C2CCN(C)CC2)=O)C=CC=1.[Cl:44]C1C=CC=CC=1>>[F:1][C:2]1[CH:25]=[C:24]([F:26])[CH:23]=[C:22]([F:27])[C:3]=1[C:4]([Cl:44])=[O:5].[ClH:44].[F:1][C:2]1[CH:25]=[C:24]([F:26])[CH:23]=[C:22]([F:27])[C:3]=1[C:4]([NH:6][CH:7]1[CH2:12][CH2:11][CH2:10][CH:9]([C:13]([CH:15]2[CH2:16][CH2:17][N:18]([CH3:21])[CH2:19][CH2:20]2)=[O:14])[NH:8]1)=[O:5] |f:4.5|. Starting materials: ClC1=CC=CC=C1 (chlorobenzene), FC1=C(C(=O)NC2=NC(=CC=C2)C(=O)C2CCN(CC2)C)C(=CC(=C1)F)F (2,4,6-trifluoro-N-[6-(1-methyl-piperidine-4-carbonyl)-pyridin-2-yl]-benzamide), NC1=CC=CC(=N1)C(=O)C1CCN(CC1)C ((6-aminopyridin-2-yl)(1-methylpiperidin-4-yl)methanone). Product: FC1=C(C(=O)Cl)C(=CC(=C1)F)F (2,4,6-trifluorobenzoylchloride), Cl.FC1=C(C(=O)NC2NC(CCC2)C(=O)C2CCN(CC2)C)C(=CC(=C1)F)F (2,4,6-trifluoro-N-[6-(1-methyl-piperidin-4-ylcarbonyl)-piperidin-2-yl]benzamide hydrochloride). Procedure: The present invention relates to a process for preparing 2,4,6-trifluoro-N-[6-(1-methyl-piperidine-4-carbonyl)-pyridin-2-yl]-benzamide or a salt thereof comprising the step of: reacting (6-aminopyridin-2-yl)(1-methylpiperidin-4-yl)methanone or a salt thereof with 2,4,6-trifluorobenzoylchloride in the presence of chlorobenzene to yield 2,4,6-trifluoro-N-[6-(1-methyl-piperidin-4-ylcarbonyl)-piperidin-2-yl]benzamide hydrochloride. The reactants are COC(=O)C1=C(NC(=C(C1C1=CC(=CC=C1)[N+](=O)[O-])C(=O)O)C)C (1,4-dihydro-2,6-dimethyl-4-(m-nitrophenyl)-3,5-pyridine-dicarboxylic acid monomethyl ester), BrCCOC1=CC=C(C=C1)OCC(C)(C)NC(=O)OC(C)(C)C (1-(2-bromoethoxy)-4-[2-(tertiary butoxycarbonylamino)-2-methylpropoxy]-benzene), C([O-])([O-])=O.[K+].[K+] (potassium carbonate). Reagents/catalysts: [Cl-].C(C)[N+](CC1=CC=CC=C1)(CC)CC (triethylbenzylammonium chloride). The solvent is C(C)#N (acetonitrile). Yields the product COC(=O)C=1C(C(=C(NC1C)C)C(=O)OCCOC1=CC=C(C=C1)OCC(C)(C)N)C1=CC(=CC=C1)[N+](=O)[O-] (1,4-dihydro-2,6-dimethyl-4-(m-nitrophenyl)-pyridine-3,5-dicarboxylic acid 3-{2-[p-(2-amino-2-methylpropoxy)-phenoxy]-ethyl}-ester 5-methyl ester). As a reaction SMILES: [CH3:1][O:2][C:3]([C:5]1[CH:10]([C:11]2[CH:16]=[CH:15][CH:14]=[C:13]([N+:17]([O-:19])=[O:18])[CH:12]=2)[C:9]([C:20]([OH:22])=[O:21])=[C:8]([CH3:23])[NH:7][C:6]=1[CH3:24])=[O:4].Br[CH2:26][CH2:27][O:28][C:29]1[CH:34]=[CH:33][C:32]([O:35][CH2:36][C:37]([NH:40]C(OC(C)(C)C)=O)([CH3:39])[CH3:38])=[CH:31][CH:30]=1.C(=O)([O-])[O-].[K+].[K+]>[Cl-].C([N+](CC)(CC)CC1C=CC=CC=1)C.C(#N)C>[CH3:1][O:2][C:3]([C:5]1[CH:10]([C:11]2[CH:16]=[CH:15][CH:14]=[C:13]([N+:17]([O-:19])=[O:18])[CH:12]=2)[C:9]([C:20]([O:22][CH2:26][CH2:27][O:28][C:29]2[CH:34]=[CH:33][C:32]([O:35][CH2:36][C:37]([NH2:40])([CH3:39])[CH3:38])=[CH:31][CH:30]=2)=[O:21])=[C:8]([CH3:23])[NH:7][C:6]=1[CH3:24])=[O:4] |f:2.3.4,5.6|. Reported procedure: 16.6 g (50 mmol) of 1,4-dihydro-2,6-dimethyl-4-(m-nitrophenyl)-3,5-pyridine-dicarboxylic acid monomethyl ester, 19.4 g (50 mmol) of crude 1-(2-bromoethoxy)-4-[2-(tertiary butoxycarbonylamino)-2-methylpropoxy]-benzene 13.8 g of potassium carbonate and 0.6 g of triethylbenzylammonium chloride are heated at boiling in 500 ml of acetonitrile for 16 hours while stirring and under reflux. The reaction mixture is filtered, concentrated by evaporation and dissolved in 500 ml of ethyl acetate. After wash... Reactants: BrC1=C(C=NC=C1)C=O (4-bromo-pyridine-3-carbaldehyde), C1(=CC=CC=C1)CCC[Mg]Br (3-phenyl-propyl magnesium bromide). Product: BrC1=C(C=NC=C1)C(CCCC1=CC=CC=C1)O (1-(4-Bromo-pyridin-3-yl)-4-phenyl-butan-1-ol). Reaction SMILES: [Br:1][C:2]1[CH:7]=[CH:6][N:5]=[CH:4][C:3]=1[CH:8]=[O:9].[C:10]1([CH2:16][CH2:17][CH2:18][Mg]Br)[CH:15]=[CH:14][CH:13]=[CH:12][CH:11]=1>>[Br:1][C:2]1[CH:7]=[CH:6][N:5]=[CH:4][C:3]=1[CH:8]([OH:9])[CH2:18][CH2:17][CH2:16][C:10]1[CH:15]=[CH:14][CH:13]=[CH:12][CH:11]=1. Procedure: Prepared according to the procedure described in Example 5, Step 1, using the following starting materials: 4-bromo-pyridine-3-carbaldehyde and 3-phenyl-propyl magnesium bromide. Starting materials: CC(C)(C)OC(=O)N1CC(Oc2ccc(F)c(F)c2)C2C1CCN2C(=O)C(NC(=O)OCc1ccccc1)C(C)(C)C, CO, CCOC(C)=O. Yields the product CC(C)(C)OC(=O)N1CC(Oc2ccc(F)c(F)c2)C2C1CCN2C(=O)C(N)C(C)(C)C. Reaction SMILES: [C:1]([CH3:2])([CH3:3])([CH3:4])[O:5][C:6](=[O:7])[N:8]1[CH:9]2[CH:10]([CH:11]([O:13][c:14]3[cH:15][c:16]([F:21])[c:17]([F:20])[cH:18][cH:19]3)[CH2:12]1)[N:22]([C:25]([CH:26]([C:27]([CH3:28])([CH3:29])[CH3:30])[NH:31][C:32]([O:33][CH2:34][c:35]1[cH:36][cH:37][cH:38][cH:39][cH:40]1)=[O:41])=[O:42])[CH2:23][CH2:24]2.[CH3:43][OH:44].[CH3:45][CH2:46][O:47][C:48]([CH3:49])=[O:50]>>[C:1]([CH3:2])([CH3:3])([CH3:4])[O:5][C:6](=[O:7])[N:8]1[CH:9]2[CH:10]([CH:11]([O:13][c:14]3[cH:15][c:16]([F:21])[c:17]([F:20])[cH:18][cH:19]3)[CH2:12]1)[N:22]([C:25]([CH:26]([C:27]([CH3:28])([CH3:29])[CH3:30])[NH2:31])=[O:42])[CH2:23][CH2:24]2. Starting materials: BrC(CC1=CC=C(C=C1)Cl)=C (1-(2-bromo-allyl)-4-chloro-benzene), C(Br)(Br)Br (bromoform), [OH-].[Na+] (sodium hydroxide), O (water). The reagents and catalysts are [Br-].C(CCC)[N+](CCCC)(CCCC)CCCC (tetrabutylammonium bromide). Solvent: hexanes. Run at temperature 58.5 celsius. Product: ClC1=CC=C(C=C1)CC1(C(C1)(Br)Br)Br (2-(4-chlorophenylmethyl)-1,1,2-tribromocyclopropane). Reaction SMILES: [Br:1][C:2](=[CH2:11])[CH2:3][C:4]1[CH:9]=[CH:8][C:7]([Cl:10])=[CH:6][CH:5]=1.[OH-].[Na+].O.[CH:15]([Br:18])(Br)[Br:16]>[Br-].C([N+](CCCC)(CCCC)CCCC)CCC>[Cl:10][C:7]1[CH:6]=[CH:5][C:4]([CH2:3][C:2]2([Br:1])[CH2:11][C:15]2([Br:18])[Br:16])=[CH:9][CH:8]=1 |f:1.2,5.6|. Reported procedure: To a solution of 11.4 g (0.0494 mol) of 1-(2-bromo-allyl)-4-chloro-benzene in 20 ml of bromoform was added 0.686 g (0.00213 mol) tetrabutylammonium bromide. After heating to 58.5° C. for an hour, 10.7 ml (0.0494 mol) of 50% aqueous sodium hydroxide was added. This was repeated seven times over two days. After cooling to room temperature there was added hexanes and water. This mixture was gravity filtered through qualitative fluted filter paper. The resulting mixture was transferred to a separato... Reactants: CC(C)(C)OC(=O)C(C)(C)Sc1nc(CCOc2ncc(-c3ccc(OC(F)(F)F)cc3)cn2)cs1, ClCCl, O=C(O)C(F)(F)F. Yields the product CC(C)(Sc1nc(CCOc2ncc(-c3ccc(OC(F)(F)F)cc3)cn2)cs1)C(=O)O. As a reaction SMILES: [C:1]([CH3:2])([CH3:3])([CH3:4])[O:5][C:6]([C:7]([CH3:8])([S:9][c:10]1[s:11][cH:12][c:13]([CH2:15][CH2:16][O:17][c:18]2[n:19][cH:20][c:21](-[c:24]3[cH:25][cH:26][c:27]([O:30][C:31]([F:32])([F:33])[F:34])[cH:28][cH:29]3)[cH:22][n:23]2)[n:14]1)[CH3:35])=[O:36].[Cl:44][CH2:45][Cl:46].[OH:37][C:38]([C:39]([F:40])([F:41])[F:42])=[O:43]>>[O:5]=[C:6]([C:7]([CH3:8])([S:9][c:10]1[s:11][cH:12][c:13]([CH2:15][CH2:16][O:17][c:18]2[n:19][cH:20][c:21](-[c:24]3[cH:25][cH:26][c:27]([O:30][C:31]([F:32])([F:33])[F:34])[cH:28][cH:29]3)[cH:22][n:23]2)[n:14]1)[CH3:35])[OH:36]. Reactants: O (water), C(C)(=O)[O-] (acetate). Conditions: time 5 minute. Product: O=C[C@H](O)[C@@H](O)[C@H](O)[C@H](O)CO (glucose). As a reaction SMILES: [OH2:1].[C:2]([O-:5])(=O)[CH3:3]>>[O:1]=[CH:3][C@@H:2]([C@H:3]([C@@H:2]([C@@H:3]([CH2:2][OH:5])[OH:1])[OH:5])[OH:1])[OH:5]. Procedure details: The end 15 of the electrode is placed into a solution of water soluble DCC (25 mg/ml) in acetate buffer, pH 4.5 for 1 hour. It is then rinsed, in buffer only, for 5 minutes and thereafter placed in a solution of glucose oxidase (10 mg/ml) in acetate buffer, ph 5.5, for 11/2 hours before again rinsing in buffer. The tip of the electrode 15, with the layers of dimethyl ferrocene and immobilised enzyme is then dipped into a solution of cellulose acetate dissolved in acetone and formamide and put in...